From a dataset of the Open Reaction Database (ORD), a public repository of structured organic reaction records. describe an organic reaction: reactants, conditions, products, and yield The reactants are C(C1=CC=CC=C1)N1[C@@]2(C(C=C[C@H]1[C@H](C2)C#N)=O)C2=CC=CC=C2 ((1R*,5S*,6S*)-8-benzyl-6-cyano-1-phenyl-8-azabicyclo[3.2.1]oct-3-en-2-one), C(C)(=O)OCC (ethyl acetate). The reagents and catalysts are [Pd] (palladium on charcoal). Run in ClCCl (dichloromethane). Conditions: time 1.5 hour. The product is C(C1=CC=CC=C1)N1[C@@]2(C(CC[C@H]1[C@H](C2)C#N)=O)C2=CC=CC=C2 ((1R*,5S*,6S*)-8-Benzyl-6-cyano-1-phenyl-8-azabicyclo[3.2.1]octan-2-one). Reaction SMILES: [CH2:1]([N:8]1[C@@H:13]2[C@@H:14]([C:16]#[N:17])[CH2:15][C@@:9]1([C:19]1[CH:24]=[CH:23][CH:22]=[CH:21][CH:20]=1)[C:10](=[O:18])[CH:11]=[CH:12]2)[C:2]1[CH:7]=[CH:6][CH:5]=[CH:4][CH:3]=1.C(OCC)(=O)C>[Pd].ClCCl>[CH2:1]([N:8]1[C@@H:13]2[C@@H:14]([C:16]#[N:17])[CH2:15][C@@:9]1([C:19]1[CH:24]=[CH:23][CH:22]=[CH:21][CH:20]=1)[C:10](=[O:18])[CH2:11][CH2:12]2)[C:2]1[CH:3]=[CH:4][CH:5]=[CH:6][CH:7]=1. Procedure details: A mixture of (1R*,5S*,6S*)-8-benzyl-6-cyano-1-phenyl-8-azabicyclo[3.2.1]oct-3-en-2-one (Description 39b; 44 g, 140 mmol), 10% palladium on charcoal (11 g, 10 mmol), ethyl acetate (200 ml) was stirred under hydrogen atmosphere (1 atm) at room temperature for 1.5 hours. The reaction mixture was treated with dichloromethane (500 ml), filtered through a pad of Celite™. The Celite™ cake was well washed with dichloromethane to dissolve solid product. The filtrate was concentrated to give the title com... RXN SMILES: [CH3:27][CH2:28][OH:29].[Cl:1][c:2]1[c:3]([CH2:4][NH:5][c:6]2[n:7][cH:8][c:9]([C:16](=[O:17])[O:18][CH3:19])[c:10]([C:12]([F:13])([F:14])[F:15])[n:11]2)[cH:20][cH:21][c:22]([Cl:24])[cH:23]1.[K+:26].[OH-:25]>>[Cl:1][c:2]1[c:3]([CH2:4][NH:5][c:6]2[n:7][cH:8][c:9]([C:16](=[O:17])[OH:18])[c:10]([C:12]([F:13])([F:14])[F:15])[n:11]2)[cH:20][cH:21][c:22]([Cl:24])[cH:23]1. Reactants: CCO, COC(=O)c1cnc(NCc2ccc(Cl)cc2Cl)nc1C(F)(F)F, [K+], [OH-]. Yields the product O=C(O)c1cnc(NCc2ccc(Cl)cc2Cl)nc1C(F)(F)F. Reactants: CN(C)CC#CCN, O=C(O)C(O)(c1ccccc1)C1CCCCC1, ClC(Cl)Cl, O. Product: CN(C)CC#CCNC(=O)C(O)(c1ccccc1)C1CCCCC1. Reaction SMILES: [CH3:18][N:19]([CH2:20][C:21]#[C:22][CH2:23][NH2:24])[CH3:25].[CH:1]1([C:7]([C:8](=[O:9])[OH:10])([c:11]2[cH:12][cH:13][cH:14][cH:15][cH:16]2)[OH:17])[CH2:2][CH2:3][CH2:4][CH2:5][CH2:6]1.[CH:27]([Cl:28])([Cl:29])[Cl:30].[OH2:26]>>[CH:1]1([C:7]([C:8](=[O:10])[NH:24][CH2:23][C:22]#[C:21][CH2:20][N:19]([CH3:18])[CH3:25])([c:11]2[cH:12][cH:13][cH:14][cH:15][cH:16]2)[OH:17])[CH2:2][CH2:3][CH2:4][CH2:5][CH2:6]1. Procedure details: (S)-Phenyl(1-(4-chloro-3-fluoropyridin-2-yl)but-3-en-1-yl)carbamate: To solution of Intermediate 15B (0.710 g, 1.329 mmol) in MeOH (10 mL) was added 4 M of HCl in dioxane (10 mL) and stirred at rt for 1 h. The reaction mixture was then concentrated and dried under vacuum. The crude product was then re-dissolved in TEA (1.623 mL, 11.65 mmol) and ACN (20 mL). To the above solution was then added phenyl chloroformate (0.321 mL, 2.56 mmol) dropwise and stirred at rt for 10 min. The reaction mixture ... The solvent is CO (MeOH), O1CCOCC1 (dioxane), CCOC(=O)C (EtOAc), C(C)#N (ACN). Run at time 1 hour. Product: C1(=CC=CC=C1)OC(N[C@@H](CC=O)C1=NC=CC(=C1F)Cl)=O ((S)-Phenyl(1-(4-chloro-3-fluoropyridin-2-yl)-3-oxopropyl)carbamate). Reaction SMILES: [C:1]1([O:7][C:8](=[O:22])[NH:9][C@H:10]([C:14]2[C:19]([F:20])=[C:18]([Cl:21])[CH:17]=[CH:16][N:15]=2)[CH2:11][CH:12]=C)[CH:6]=[CH:5][CH:4]=[CH:3][CH:2]=1.Cl.ClC(OC1C=CC=CC=1)=[O:26]>CO.O1CCOCC1.C(#N)C.CCOC(C)=O>[C:1]1([O:7][C:8](=[O:22])[NH:9][C@H:10]([C:14]2[C:19]([F:20])=[C:18]([Cl:21])[CH:17]=[CH:16][N:15]=2)[CH2:11][CH:12]=[O:26])[CH:6]=[CH:5][CH:4]=[CH:3][CH:2]=1. The yield is 74.0%. Reactants: C1(=CC=CC=C1)OC(N[C@@H](CC=C)C1=NC=CC(=C1F)Cl)=O ((S)-Phenyl(1-(4-chloro-3-fluoropyridin-2-yl)but-3-en-1-yl)carbamate), Intermediate 15B, Cl (HCl), crude product, TEA, ClC(=O)OC1=CC=CC=C1 (phenyl chloroformate). Reactants: ClC(Cl)(Cl)Cl, C=CCSC1CC(=O)N1C(C(=S)OCc1ccc([N+](=O)[O-])cc1)=C(Oc1cccc2ccccc12)C(=O)C(C)(C)C, Cl, ClCCl. Product: CC(C)(C)C(=O)C(Oc1cccc2ccccc12)=C(C(=S)OCc1ccc([N+](=O)[O-])cc1)N1C(=O)CC1Cl. As a reaction SMILES: [C:46]([Cl:47])([Cl:48])([Cl:49])[Cl:50].[CH2:1]([S:2][CH:5]1[CH2:6][C:7](=[O:41])[N:8]1[C:9]([C:10](=[S:11])[O:12][CH2:13][c:14]1[cH:15][cH:16][c:17]([N+:20](=[O:21])[O-:22])[cH:18][cH:19]1)=[C:23]([C:24]([C:25]([CH3:26])([CH3:27])[CH3:28])=[O:29])[O:30][c:31]1[cH:32][cH:33][cH:34][c:35]2[cH:36][cH:37][cH:38][cH:39][c:40]12)[CH:3]=[CH2:4].[Cl:42].[Cl:43][CH2:44][Cl:45]>>[CH:5]1([Cl:43])[CH2:6][C:7](=[O:41])[N:8]1[C:9]([C:10](=[S:11])[O:12][CH2:13][c:14]1[cH:15][cH:16][c:17]([N+:20](=[O:21])[O-:22])[cH:18][cH:19]1)=[C:23]([C:24]([C:25]([CH3:26])([CH3:27])[CH3:28])=[O:29])[O:30][c:31]1[cH:32][cH:33][cH:34][c:35]2[cH:36][cH:37][cH:38][cH:39][c:40]12.